This data is from the Open Reaction Database (ORD), a public repository of structured organic reaction records. The task is: describe an organic reaction: reactants, conditions, products, and yield The reactants are CCCCP(=CC#N)(CCCC)CCCC, OC1CCN(Cc2ccccc2)CC1, Cc1ccccc1, O=S(=O)(Cc1ccncc1)c1ccc(Cl)cc1. As a reaction SMILES: [C:18]([CH:19]=[P:20]([CH2:21][CH2:22][CH2:23][CH3:24])([CH2:25][CH2:26][CH2:27][CH3:28])[CH2:29][CH2:30][CH2:31][CH3:32])#[N:33].[CH2:34]([c:35]1[cH:36][cH:37][cH:38][cH:39][cH:40]1)[N:41]1[CH2:42][CH2:43][CH:44]([OH:47])[CH2:45][CH2:46]1.[CH3:48][c:49]1[cH:50][cH:51][cH:52][cH:53][cH:54]1.[Cl:1][c:2]1[cH:3][cH:4][c:5]([S:8](=[O:9])(=[O:10])[CH2:11][c:12]2[cH:13][cH:14][n:15][cH:16][cH:17]2)[cH:6][cH:7]1>>[Cl:1][c:2]1[cH:3][cH:4][c:5]([S:8](=[O:9])(=[O:10])[CH:11]([c:12]2[cH:13][cH:14][n:15][cH:16][cH:17]2)[CH:44]2[CH2:43][CH2:42][N:41]([CH2:34][c:35]3[cH:36][cH:37][cH:38][cH:39][cH:40]3)[CH2:46][CH2:45]2)[cH:6][cH:7]1. The product is O=S(=O)(c1ccc(Cl)cc1)C(c1ccncc1)C1CCN(Cc2ccccc2)CC1. Reactants: amine, [N+](=O)([O-])CCC (1-nitropropane), C1=CC2=NO[N+](=C2C=C1)[O-] (benzofuroxan), C(C)NCC (diethylamine). Run in O1CCCC1 (tetrahydrofuran). Conditions: time 8 hour. The product is ON1C(=[N+](C2=C1C=CC=C2)[O-])CC (1-Hydroxy-2-Ethylbenzimidazole-3-Oxide). RXN SMILES: [N+]([CH2:4][CH2:5][CH3:6])([O-])=O.[CH:7]1[CH:15]=[CH:14][C:13]2[C:9](=[N:10][O:11][N+:12]=2[O-:16])[CH:8]=1.C(NCC)C>O1CCCC1>[OH:11][N:10]1[C:9]2[CH:8]=[CH:7][CH:15]=[CH:14][C:13]=2[N+:12]([O-:16])=[C:4]1[CH2:5][CH3:6]. Procedure details: To a mixture containing 1-nitropropane (10.7 g., 0.12 moles), benzofuroxan (13.6 g., 0.10 moles) and tetrahydrofuran (50 ml.) is added dropwise diethylamine (8.7 g., 0.12 moles). The reaction temperature rises almost to reflux on addition of amine. Upon completion, the mixture is allowed to cool and then sit overnight.